From a dataset of the Open Reaction Database (ORD), a public repository of structured organic reaction records. describe an organic reaction: reactants, conditions, products, and yield Reactants: CC(=O)O, CCC1OCC(Cc2ccccc2)c2c1[nH]c1ccccc21, CCO, [Na+], [OH-]. Yields the product CCC1(CC(=O)O)OCC(Cc2ccccc2)c2c1[nH]c1ccccc21. RXN SMILES: [C:1]([CH3:2])(=[O:3])[OH:4].[CH2:5]([CH3:6])[CH:7]1[O:8][CH2:9][CH:10]([CH2:20][c:21]2[cH:22][cH:23][cH:24][cH:25][cH:26]2)[c:11]2[c:12]1[nH:13][c:14]1[cH:15][cH:16][cH:17][cH:18][c:19]21.[CH3:29][CH2:30][OH:31].[Na+:28].[OH-:27]>>[C:1]([CH2:2][C:7]1([CH2:5][CH3:6])[O:8][CH2:9][CH:10]([CH2:20][c:21]2[cH:22][cH:23][cH:24][cH:25][cH:26]2)[c:11]2[c:12]1[nH:13][c:14]1[cH:15][cH:16][cH:17][cH:18][c:19]21)(=[O:3])[OH:4]. Starting materials: OC1=C(C(NC=2CCCCC12)=O)C(=O)OCC (ethyl 4-hydroxy-2-oxo-1,2,5,6,7,8-hexahydroquinoline-3-carboxylate), P(=O)(Cl)(Cl)Cl (phosphorus oxychloride). Reaction conditions: temperature 130 celsius, time 1.5 hour. Product: ClC1=C(C(NC=2CCCCC12)=O)C(=O)OCC (ethyl 4-chloro-2-oxo-1,2,5,6,7,8-hexahydroquinoline-3-carboxylate). Isolated yield 17.0%. RXN SMILES: O[C:2]1[C:11]2[CH2:10][CH2:9][CH2:8][CH2:7][C:6]=2[NH:5][C:4](=[O:12])[C:3]=1[C:13]([O:15][CH2:16][CH3:17])=[O:14].P(Cl)(Cl)([Cl:20])=O>>[Cl:20][C:2]1[C:11]2[CH2:10][CH2:9][CH2:8][CH2:7][C:6]=2[NH:5][C:4](=[O:12])[C:3]=1[C:13]([O:15][CH2:16][CH3:17])=[O:14]. Reported procedure: A mixture of ethyl 4-hydroxy-2-oxo-1,2,5,6,7,8-hexahydroquinoline-3-carboxylate (26.0 g, 110 mmol) and phosphorus oxychloride (51.3 mL) was stirred at 130° C. for 1.5 hr. After cooling, the reaction mixture was concentrated under reduced pressure, and ice was added to the residue. The mixture was neutralized with saturated sodium hydrogen carbonate solution, and extracted with ethyl acetate. The extract was washed successively with saturated sodium hydrogen carbonate solution, water and brine, d...